Dataset: the Open Reaction Database (ORD), a public repository of structured organic reaction records. Task: describe an organic reaction: reactants, conditions, products, and yield The reactants are IC1=CC=CC=C1 (iodobenzene), C([O-])([O-])=O.[Na+].[Na+] (sodium carbonate), N1C=CC2=CC(=CC=C12)B(O)O (indole-5-boronic acid), Cl (HCl). Reagents/catalysts: [Pd].C1(=CC=CC=C1)P(C1=CC=CC=C1)C1=CC=CC=C1.C1(=CC=CC=C1)P(C1=CC=CC=C1)C1=CC=CC=C1.C1(=CC=CC=C1)P(C1=CC=CC=C1)C1=CC=CC=C1.C1(=CC=CC=C1)P(C1=CC=CC=C1)C1=CC=CC=C1 (tetrakis(triphenylphosphine) palladium (0)). Run in O (water), O1CCOCC1 (dioxane). Conditions: temperature 100 celsius. The product is C1(=CC=CC=C1)C=1C=C2C=CNC2=CC1 (5-phenyl-1H-indole). Isolated yield 67.9%. Reaction SMILES: [NH:1]1[C:9]2[C:4](=[CH:5][C:6](B(O)O)=[CH:7][CH:8]=2)[CH:3]=[CH:2]1.I[C:14]1[CH:19]=[CH:18][CH:17]=[CH:16][CH:15]=1.C(=O)([O-])[O-].[Na+].[Na+].Cl>O.[Pd].C1(P(C2C=CC=CC=2)C2C=CC=CC=2)C=CC=CC=1.C1(P(C2C=CC=CC=2)C2C=CC=CC=2)C=CC=CC=1.C1(P(C2C=CC=CC=2)C2C=CC=CC=2)C=CC=CC=1.C1(P(C2C=CC=CC=2)C2C=CC=CC=2)C=CC=CC=1.O1CCOCC1>[C:14]1([C:6]2[CH:5]=[C:4]3[C:9](=[CH:8][CH:7]=2)[NH:1][CH:2]=[CH:3]3)[CH:19]=[CH:18][CH:17]=[CH:16][CH:15]=1 |f:2.3.4,7.8.9.10.11|. Procedure details: A mixture of indole-5-boronic acid (2.0 g, 12.4 mmole); iodobenzene (2.48 g, 12.2 mmole), tetrakis(triphenylphosphine) palladium (0) (288 mg, 0.25 mmole), sodium carbonate (4.34 g, 40.9 mmole) in water (20 ml), and dioxane (20 ml) was stirred under an argon atmosphere and heated to 100° C. for 5 hrs, cooled to room temperature, acidified with 1M HCl, extracted, washed, dried, and evaporated. The residue was purified by chromatography to give about 1.6 g of 5-phenyl-1H-indole, mp. 72-74° C.